Dataset: the Open Reaction Database (ORD), a public repository of structured organic reaction records. Task: describe an organic reaction: reactants, conditions, products, and yield The reactants are O=C([O-])[O-], CCCC[N+](CCCC)(CCCC)CCCC, CN(CCOc1ccc(NS(C)(=O)=O)cc1)CCc1ccc(NS(C)(=O)=O)cc1, CNCCc1ccc([N+](=O)[O-])cc1, CCOC(C)=O, O=[N+]([O-])c1ccc(OCCCl)cc1, Cl, [I-], [I-], [K+], [K+], [K+], O, [Se]. As a reaction SMILES: [C:58](=[O:59])([O-:60])[O-:61].[CH2:67]([N+:68]([CH2:69][CH2:70][CH2:71][CH3:72])([CH2:73][CH2:74][CH2:75][CH3:76])[CH2:77][CH2:78][CH2:79][CH3:80])[CH2:81][CH2:82][CH3:83].[CH3:2][N:3]([CH2:4][CH2:5][c:6]1[cH:7][cH:8][c:9]([NH:10][S:11](=[O:12])(=[O:13])[CH3:14])[cH:15][cH:16]1)[CH2:17][CH2:18][O:19][c:20]1[cH:21][cH:22][c:23]([NH:24][S:25](=[O:26])(=[O:27])[CH3:28])[cH:29][cH:30]1.[CH3:32][NH:33][CH2:34][CH2:35][c:36]1[cH:37][cH:38][c:39]([N+:42](=[O:43])[O-:44])[cH:40][cH:41]1.[CH3:84][CH2:85][O:86][C:87](=[O:88])[CH3:89].[Cl:45][CH2:46][CH2:47][O:48][c:49]1[cH:50][cH:51][c:52]([N+:55](=[O:56])[O-:57])[cH:53][cH:54]1.[ClH:31].[I-:65].[I-:66].[K+:62].[K+:63].[K+:64].[OH2:90].[Se:1]>>[CH3:32][N:33]([CH2:34][CH2:35][c:36]1[cH:37][cH:38][c:39]([N+:42](=[O:43])[O-:44])[cH:40][cH:41]1)[CH2:46][CH2:47][O:48][c:49]1[cH:50][cH:51][c:52]([N+:55](=[O:56])[O-:57])[cH:53][cH:54]1. Yields the product CN(CCOc1ccc([N+](=O)[O-])cc1)CCc1ccc([N+](=O)[O-])cc1. Starting materials: CC(=O)OCC1OC(c2ccc(Cl)c(Cc3ccc(Br)s3)c2)C(OC(C)=O)C(OC(C)=O)C1OC(C)=O, O=Cc1ccc(B(O)O)cc1F. The product is CC(=O)OCC1OC(c2ccc(Cl)c(Cc3ccc(-c4ccc(C=O)c(F)c4)s3)c2)C(OC(C)=O)C(OC(C)=O)C1OC(C)=O. Reaction SMILES: [C:1]([CH3:2])(=[O:3])[O:4][CH:5]1[CH:6]([c:24]2[cH:25][c:26]([CH2:31][c:32]3[s:33][c:34]([Br:37])[cH:35][cH:36]3)[c:27]([Cl:30])[cH:28][cH:29]2)[O:7][CH:8]([CH2:19][O:20][C:21]([CH3:22])=[O:23])[CH:9]([O:15][C:16]([CH3:17])=[O:18])[CH:10]1[O:11][C:12]([CH3:13])=[O:14].[F:38][c:39]1[cH:40][c:41]([B:47]([OH:48])[OH:49])[cH:42][cH:43][c:44]1[CH:45]=[O:46]>>[C:1]([CH3:2])(=[O:3])[O:4][CH:5]1[CH:6]([c:24]2[cH:25][c:26]([CH2:31][c:32]3[s:33][c:34](-[c:41]4[cH:40][c:39]([F:38])[c:44]([CH:45]=[O:46])[cH:43][cH:42]4)[cH:35][cH:36]3)[c:27]([Cl:30])[cH:28][cH:29]2)[O:7][CH:8]([CH2:19][O:20][C:21]([CH3:22])=[O:23])[CH:9]([O:15][C:16]([CH3:17])=[O:18])[CH:10]1[O:11][C:12]([CH3:13])=[O:14]. Starting materials: C(C)(C)(C)OC(COC1=C2C(=C(C(=NC2=C(C=C1)Cl)OC(F)F)CC1=CC=C(C=C1)N1N=C(C=C1)C1CC1)C)=O ({8-chloro-3-[4-(3-cyclopropylpyrazol-1-yl)benzyl]-2-difluoromethoxy-4-methylquinolin-5-yloxy}acetic acid tert-butyl ester), FC(C(=O)O)(F)F (trifluoroacetic acid). Solvent: ClCCl (dichloromethane). Conditions: time 5 hour. Product: ClC=1C=CC(=C2C(=C(C(=NC12)OC(F)F)CC1=CC=C(C=C1)N1N=C(C=C1)C1CC1)C)OCC(=O)O ({8-chloro-3-[4-(3-cyclopropylpyrazol-1-yl)benzyl]-2-difluoromethoxy-4-methylquinolin-5-yloxy}acetic acid). Yield: 34.3%. RXN SMILES: C([O:5][C:6](=[O:40])[CH2:7][O:8][C:9]1[CH:18]=[CH:17][C:16]([Cl:19])=[C:15]2[C:10]=1[C:11]([CH3:39])=[C:12]([CH2:24][C:25]1[CH:30]=[CH:29][C:28]([N:31]3[CH:35]=[CH:34][C:33]([CH:36]4[CH2:38][CH2:37]4)=[N:32]3)=[CH:27][CH:26]=1)[C:13]([O:20][CH:21]([F:23])[F:22])=[N:14]2)(C)(C)C.FC(F)(F)C(O)=O>ClCCl>[Cl:19][C:16]1[CH:17]=[CH:18][C:9]([O:8][CH2:7][C:6]([OH:40])=[O:5])=[C:10]2[C:15]=1[N:14]=[C:13]([O:20][CH:21]([F:22])[F:23])[C:12]([CH2:24][C:25]1[CH:26]=[CH:27][C:28]([N:31]3[CH:35]=[CH:34][C:33]([CH:36]4[CH2:37][CH2:38]4)=[N:32]3)=[CH:29][CH:30]=1)=[C:11]2[CH3:39]. Procedure details: A solution of {8-chloro-3-[4-(3-cyclopropylpyrazol-1-yl)benzyl]-2-difluoromethoxy-4-methylquinolin-5-yloxy}acetic acid tert-butyl ester (0.11 g) in dichloromethane (8.0 mL) was treated with trifluoroacetic acid (2.0 mL), and the resulting mixture was stirred at room temperature for 5 hours. The mixture was concentrated under reduced pressure, diluted with saturated aqueous sodium acetate solution and then extracted with ethyl acetate. The combined extracts were dried over magnesium sulphate and ... The reactants are [BH4-], C1COCCO1, CN(C)C=O, O=C(O)c1cccnc1F, [Na+], [Na+], O=C([O-])O, O=S(Cl)Cl, c1ccccc1. Product: OCc1cccnc1F. As a reaction SMILES: [BH4-:20].[CH2:28]1[O:29][CH2:30][CH2:31][O:32][CH2:33]1.[CH3:15][N:16]([CH3:17])[CH:18]=[O:19].[F:5][c:6]1[c:7]([C:8](=[O:9])[OH:10])[cH:11][cH:12][cH:13][n:14]1.[Na+:21].[Na+:38].[O-:34][C:35]([OH:36])=[O:37].[S:1]([Cl:2])([Cl:3])=[O:4].[cH:22]1[cH:23][cH:24][cH:25][cH:26][cH:27]1>>[F:5][c:6]1[c:7]([CH2:8][OH:9])[cH:11][cH:12][cH:13][n:14]1. Reactants: COc1ccc(C(C)NC(=O)OCc2ccccc2)cc1, CO. Reaction SMILES: [CH2:1]([O:2][C:3](=[O:4])[NH:11][CH:12]([CH3:13])[c:14]1[cH:15][cH:16][c:17]([O:20][CH3:21])[cH:18][cH:19]1)[c:5]1[cH:6][cH:7][cH:8][cH:9][cH:10]1.[CH3:22][OH:23]>>[NH2:11][CH:12]([CH3:13])[c:14]1[cH:15][cH:16][c:17]([O:20][CH3:21])[cH:18][cH:19]1. Yields the product COc1ccc(C(C)N)cc1. The reactants are P(=O)(Cl)(Cl)Cl (phosphorus oxychloride), O1C=C(C=C1)C=1C=C(C(=O)OC)C=CC1 (methyl 3-(furan-3-yl)benzoate), C([O-])([O-])=O.[K+].[K+] (potassium carbonate). Run in CN(C=O)C (N,N-dimethylformamide), CN(C=O)C (N,N-dimethylformamide). Conditions: time 30 minute. Yields the product C(=O)C=1OC=CC1C=1C=C(C(=O)OC)C=CC1 (methyl 3-(2-formylfuran-3-yl)benzoate). As a reaction SMILES: P(Cl)(Cl)(Cl)=O.[O:6]1[CH:10]=[CH:9][C:8]([C:11]2[CH:12]=[C:13]([CH:18]=[CH:19][CH:20]=2)[C:14]([O:16][CH3:17])=[O:15])=[CH:7]1.[C:21](=O)([O-])[O-:22].[K+].[K+]>CN(C)C=O>[CH:21]([C:7]1[O:6][CH:10]=[CH:9][C:8]=1[C:11]1[CH:12]=[C:13]([CH:18]=[CH:19][CH:20]=1)[C:14]([O:16][CH3:17])=[O:15])=[O:22] |f:2.3.4|. Procedure details: N,N-dimethylformamide (1.7 ml) was stirred at 0° C. and to this was added dropwise phosphorus oxychloride (0.51 ml). The mixture was stirred for 30 minutes and was added a solution of methyl 3-(furan-3-yl)benzoate (1 g) in N,N-dimethylformamide (0.6 ml), and then was stirred at room temperature overnight. The reaction mixture was poured onto ice/water and then adjusted to pH 8 with an aqueous potassium carbonate solution. The product was extracted with ethyl acetate-tetrahydrofuran (1:1, 2×100 m...